The task is: describe an organic reaction: reactants, conditions, products, and yield. This data is from the Open Reaction Database (ORD), a public repository of structured organic reaction records. Reactants: ClS(=O)(=O)N=C=O (chlorosulphonyl isocyanate), C([O-])(O)=O.[Na+] (sodium bicarbonate), OCC(CNC(OC(C)(C)C)=O)C1=CC(=CC=C1)C(F)(F)F (tert-Butyl {3-hydroxy-2-[3-(trifluoromethyl)phenyl]propyl}carbamate), O (water). Solvent: C(C)#N (acetonitrile), C(C)#N (acetonitrile). Conditions: temperature 60 celsius, time 5 minute. Product: Cl.NCC(CNC(O)=O)C1=CC(=CC=C1)C(F)(F)F (3-Amino-2-[3-(trifluoromethyl)phenyl]propylcarbamate hydrochloride). RXN SMILES: O[CH2:2][CH:3]([C:13]1[CH:18]=[CH:17][CH:16]=[C:15]([C:19]([F:22])([F:21])[F:20])[CH:14]=1)[CH2:4][NH:5][C:6](=[O:12])[O:7]C(C)(C)C.[Cl:23]S([N:27]=C=O)(=O)=O.O.C(=O)(O)[O-].[Na+]>C(#N)C>[ClH:23].[NH2:27][CH2:2][CH:3]([C:13]1[CH:18]=[CH:17][CH:16]=[C:15]([C:19]([F:22])([F:21])[F:20])[CH:14]=1)[CH2:4][NH:5][C:6](=[O:12])[OH:7] |f:3.4,6.7|. Procedure details: A solution of 350 mg (1.10 mmol) of the compound of Example 17A in 50 ml of acetonitrile was cooled to −15° C., and a solution of 191 μl (2.19 mmol) of chlorosulphonyl isocyanate in 10 ml of acetonitrile was added dropwise. After 5 min, 50 ml of water were added and the mixture was heated at 60° C. for 4 h. After cooling to RT, 50 ml of a saturated aqueous sodium bicarbonate solution were added and the mixture was extracted three times with ethyl acetate. The combined organic phases were dried o... The reactants are CN1N=NN=C1SCCCN (1-Methyl-5-(3-aminopropylthio)-1,2,3,4-tetrazole), COC1=CC=C(C(=O)Cl)C=C1 (4-methoxybenzoylchloride), C([O-])([O-])=O.[K+].[K+] (potassium carbonate). Run in CC(=O)C (acetone), O (water). Conditions: time 2 hour. Product: CN1N=NN=C1SCCCNC(C1=CC=C(C=C1)OC)=O (1-methyl-5-{3-[N-(4-methoxybenzoyl)amino]propylthio}-1,2,3,4-tetrazole). Yield: 43.8%. Reaction SMILES: [CH3:1][N:2]1[C:6]([S:7][CH2:8][CH2:9][CH2:10][NH2:11])=[N:5][N:4]=[N:3]1.C(=O)([O-])[O-].[K+].[K+].[CH3:18][O:19][C:20]1[CH:28]=[CH:27][C:23]([C:24](Cl)=[O:25])=[CH:22][CH:21]=1>CC(C)=O.O>[CH3:1][N:2]1[C:6]([S:7][CH2:8][CH2:9][CH2:10][NH:11][C:24](=[O:25])[C:23]2[CH:27]=[CH:28][C:20]([O:19][CH3:18])=[CH:21][CH:22]=2)=[N:5][N:4]=[N:3]1 |f:1.2.3|. Reported procedure: 1-Methyl-5-(3-aminopropylthio)-1,2,3,4-tetrazole (0.9 g) is dissolved in a mixture of acetone (50 ml) and water (10 ml). To the mixture is added potassium carbonate (0.7 g) and thereto is added dropwise with stirring 4-methoxybenzoylchloride (1.1 g) under ice-cooling. Stirring is continued for 2 hours under ice-cooling. After acetone is distilled off, water is added to the resulting residue and the mixture is extracted with chloroform. The chloroform solution is washed with saturated aqueous sod... Reactants: ClC1=C(C(=CC(=C1)Cl)C)O (2,4-dichloro-6-methylphenol), C=1(C(=CC=CC1)C)C (xylene), ClCC1=CC=C(C(=O)Cl)C=C1 (p-chloromethylbenzoyl chloride). The solvent is N1=CC=CC=C1 (pyridine). Yields the product ClC1=C(C(=CC(=C1)Cl)C)OC(C1=CC=C(C=C1)CCl)=O (4-Chloromethylbenzoicacid-(2,4-dichloro-6-methylphenyl) ester). RXN SMILES: [Cl:1][C:2]1[CH:7]=[C:6]([Cl:8])[CH:5]=[C:4]([CH3:9])[C:3]=1[OH:10].C1(C)C(C)=CC=CC=1.[Cl:19][CH2:20][C:21]1[CH:29]=[CH:28][C:24]([C:25](Cl)=[O:26])=[CH:23][CH:22]=1>N1C=CC=CC=1>[Cl:1][C:2]1[CH:7]=[C:6]([Cl:8])[CH:5]=[C:4]([CH3:9])[C:3]=1[O:10][C:25](=[O:26])[C:24]1[CH:28]=[CH:29][C:21]([CH2:20][Cl:19])=[CH:22][CH:23]=1. Procedure: 88.5 g (0.5 mole) of 2,4-dichloro-6-methylphenol, 180 ml of dry xylene, 95 g (0.5 mole) of p-chloromethylbenzoyl chloride and 0.5 ml of pyridine were refluxed for 24 hours in a weak current of nitrogen with the exclusion of moisture. After cooling, the slightly turbid (pyridine hydrochloride), orange-colored solution was filtered free of a small amount of a blackish brown resin, and the filtrate was freed of xylene at diminished pressure. The residue (165 g=100%) crystallized after two days of s... The reactants are ClCCN1C=C(C(C2=CC=C(N=C12)N1CCN(CC1)C)=O)C(=O)OCC (ethyl 1-(2-chloroethyl)-1,4-dihydro-7-(4-methyl-1-piperazinyl)-4-oxo-1,8-naphthyridine-3-carboxylate), aqueous solution, [OH-].[Na+] (sodium hydroxide). Solvent: C(C)(=O)O (acetic acid). Product: O=C1C(=CN(C2=NC(=CC=C12)N1CCN(CC1)C)C=C)C(=O)O (1,4-Dihydro-4-oxo-7-(4-methyl-1-piperazinyl)-1-vinyl-1,8-naphthyridine-3-carboxylic acid). Yield: 84.4%. Reaction SMILES: Cl[CH2:2][CH2:3][N:4]1[C:13]2[C:8](=[CH:9][CH:10]=[C:11]([N:14]3[CH2:19][CH2:18][N:17]([CH3:20])[CH2:16][CH2:15]3)[N:12]=2)[C:7](=[O:21])[C:6]([C:22]([O:24]CC)=[O:23])=[CH:5]1.[OH-].[Na+]>C(O)(=O)C>[O:21]=[C:7]1[C:8]2[C:13](=[N:12][C:11]([N:14]3[CH2:19][CH2:18][N:17]([CH3:20])[CH2:16][CH2:15]3)=[CH:10][CH:9]=2)[N:4]([CH:3]=[CH2:2])[CH:5]=[C:6]1[C:22]([OH:24])=[O:23] |f:1.2|. Procedure details: To 0.80 g of ethyl 1-(2-chloroethyl)-1,4-dihydro-7-(4-methyl-1-piperazinyl)-4-oxo-1,8-naphthyridine-3-carboxylate was added 10 ml of a 10% aqueous solution of sodium hydroxide. The mixture was heated at 90° - 95° C for 30 minutes and neutralized with acetic acid under cooling. The resulting mixture was extracted with chloroform. The extract was washed with water and concentrated to leave a yellow solid which was collected and recrystallized from ethanol to give 0.56 g of the product as pale yell... The reactants are CC(=O)NC(C)CCc1ccc(OC(C)=O)cc1, C[O-], CO, Cl, [Na+]. The product is CC(=O)NC(C)CCc1ccc(O)cc1. As a reaction SMILES: [C:1](=[O:2])([CH3:3])[O:4][c:5]1[cH:6][cH:7][c:8]([CH2:11][CH2:12][CH:13]([CH3:14])[NH:15][C:16]([CH3:17])=[O:18])[cH:9][cH:10]1.[CH3:19][O-:20].[CH3:23][OH:24].[ClH:22].[Na+:21]>>[OH:4][c:5]1[cH:6][cH:7][c:8]([CH2:11][CH2:12][CH:13]([CH3:14])[NH:15][C:16]([CH3:17])=[O:18])[cH:9][cH:10]1. Reactants: Cl.N[C@H]1CC(N(C1)C1=CC=C(C=C1)OCC1=CC(=CC=C1)F)=O ((S)-4-amino-1-[4-(3-fluoro-benzyloxy)-phenyl]-pyrrolidin-2-one hydrochloride), C(C)N(C(C)C)C(C)C (N-ethyl-diisopropylamine), FC(C(=O)O)F (difluoroacetic acid), N1(N=NC2=C1C=CC=C2)OC(=[N+](C)C)N(C)C.F[B-](F)(F)F (O-(benzotriazol-1-yl)-N,N,N′,N′-tetramethyluronium tetrafluoroborate). Solvent: CN(C=O)C (N,N-dimethylformamide). Reaction conditions: time 6 hour. The product is FC(C(=O)N[C@@H]1CN(C(C1)=O)C1=CC=C(C=C1)OCC1=CC(=CC=C1)F)F ((S)-2,2-difluoro-N-{1-[4-(3-fluoro-benzyloxy)-phenyl]-5-oxo-pyrrolidin-3-yl}-acetamide). Isolated yield 18.5%. As a reaction SMILES: Cl.[NH2:2][C@@H:3]1[CH2:7][N:6]([C:8]2[CH:13]=[CH:12][C:11]([O:14][CH2:15][C:16]3[CH:21]=[CH:20][CH:19]=[C:18]([F:22])[CH:17]=3)=[CH:10][CH:9]=2)[C:5](=[O:23])[CH2:4]1.C(N(C(C)C)C(C)C)C.[F:33][CH:34]([F:38])[C:35](O)=[O:36].N1(OC(N(C)C)=[N+](C)C)C2C=CC=CC=2N=N1.F[B-](F)(F)F>CN(C)C=O>[F:33][CH:34]([F:38])[C:35]([NH:2][C@H:3]1[CH2:4][C:5](=[O:23])[N:6]([C:8]2[CH:9]=[CH:10][C:11]([O:14][CH2:15][C:16]3[CH:21]=[CH:20][CH:19]=[C:18]([F:22])[CH:17]=3)=[CH:12][CH:13]=2)[CH2:7]1)=[O:36] |f:0.1,4.5|. Procedure details: A solution of 103 mg (0.3 mmol) of (S)-4-amino-1-[4-(3-fluoro-benzyloxy)-phenyl]-pyrrolidin-2-one hydrochloride [Example 2g)] in 0.5 ml of N,N-dimethylformamide is treated successively with 180 μl (1.0 mmol) of N-ethyl-diisopropylamine, 20 μl (0.3 mmol) of difluoroacetic acid, and 102 mg (0.3 mmol) of O-(benzotriazol-1-yl)-N,N,N′,N′-tetramethyluronium-tetrafluoroborate (TBTU) at RT, and thereafter, stirred for 6 hours. For the working-up, the reaction mixture is evaporated under reduced pressure... The reactants are ClC1=NC(=NC(=C1SC)N1CCOCC1)C1=CC=C(C=C1)N (4-(4-chloro-5-methylsulfanyl-6-morpholin-4-yl-pyrimidin-2-yl)-phenylamine), ClC(=O)OC1=CC=CC=C1 (phenyl chloroformate). Run in CC(OCC)=O (EA), C(=O)(O)[O-].[Na+] (NaHCO3). The product is C1(=CC=CC=C1)OC(NC1=CC=C(C=C1)C1=NC(=C(C(=N1)Cl)SC)N1CCOCC1)=O ([4-(4-Chloro-5-methylsulfanyl-6-morpholin-4-yl-pyrimidin-2-yl)-phenyl]-carbamic acid phenyl ester). RXN SMILES: [Cl:1][C:2]1[C:7]([S:8][CH3:9])=[C:6]([N:10]2[CH2:15][CH2:14][O:13][CH2:12][CH2:11]2)[N:5]=[C:4]([C:16]2[CH:21]=[CH:20][C:19]([NH2:22])=[CH:18][CH:17]=2)[N:3]=1.Cl[C:24]([O:26][C:27]1[CH:32]=[CH:31][CH:30]=[CH:29][CH:28]=1)=[O:25]>CC(=O)OCC.C([O-])(O)=O.[Na+]>[C:27]1([O:26][C:24](=[O:25])[NH:22][C:19]2[CH:20]=[CH:21][C:16]([C:4]3[N:3]=[C:2]([Cl:1])[C:7]([S:8][CH3:9])=[C:6]([N:10]4[CH2:15][CH2:14][O:13][CH2:12][CH2:11]4)[N:5]=3)=[CH:17][CH:18]=2)[CH:32]=[CH:31][CH:30]=[CH:29][CH:28]=1 |f:3.4|. Reported procedure: A mixture of 4-(4-chloro-5-methylsulfanyl-6-morpholin-4-yl-pyrimidin-2-yl)-phenylamine (915 mg, 2.717 mmol.) in EA (20 ml) and NaHCO3 (20 ml) the reaction was stirred at r.t. then added dropwise to slurry of phenyl chloroformate (851 mg, 0.543 mmol, 2.0 eq) at reaction for 2 hr. The reaction mixture was partitioned between EA/NaHCO3, the organic layer was washed with brine, dried over MgSO4, filtered and evaporated in vacuo. The residue was recrystallized by (Hexane/EtOAc) to give a pale yellow ...